This data is from the Open Reaction Database (ORD), a public repository of structured organic reaction records. The task is: describe an organic reaction: reactants, conditions, products, and yield Starting materials: O (Water), CC(C)([O-])C.[K+] (Potassium tert-butoxide), CC1(CN=CC=C1)O (3-methyl-pyridin-3-ol), C1CCOC1 (THF), CI (MeI). Reaction conditions: time 30 minute. Yields the product COC=1C=CC(=NC1)C (5-methoxy-2-methyl-pyridine). Yield: 85.0%. RXN SMILES: CC(C)([O-])C.[K+].C[C:8]1(O)C=C[CH:11]=[N:10][CH2:9]1.CI.O.[CH2:18]1[CH2:22][O:21][CH2:20][CH2:19]1>>[CH3:20][O:21][C:22]1[CH:18]=[CH:19][C:9]([CH3:8])=[N:10][CH:11]=1 |f:0.1|. Procedure: Potassium tert-butoxide (5.4 g, 48 mmol) was added to 3-methyl-pyridin-3-ol (5 g, 45.87 mmol) in THF (200 mL) at 0° C. The mixture was stirred at room temperature for 30 min. MeI (3.2 mL, 48 mmol) was added dropwise at 0° C. and stirring was continued at room temperature for 8 h. Water was added and the mixture was evaporated to half its volume and extracted with EtOAc. The organic layer was washed with brine and water, dried over anhydrous MgSO4, and filtered. The filtrate was concentrated in v...